The task is: describe an organic reaction: reactants, conditions, products, and yield. This data is from the Open Reaction Database (ORD), a public repository of structured organic reaction records. Starting materials: CCN=C=NCCCN(C)C, Cc1ccc(C)c(NC2CCNCC2)c1, CCN(C(C)C)C(C)C, Cl, Cl, Cl, CN(C)C=O, O, On1nnc2ccccc21, O=C(O)CC(=O)Nc1ccc(-c2ccccc2)cc1. Product: Cc1ccc(C)c(NC2CCN(C(=O)CC(=O)Nc3ccc(-c4ccccc4)cc3)CC2)c1. Reaction SMILES: [CH3:39][CH2:40][N:41]=[C:42]=[N:43][CH2:44][CH2:45][CH2:46][N:47]([CH3:48])[CH3:49].[CH3:53][c:54]1[c:55]([NH:61][CH:62]2[CH2:63][CH2:64][NH:65][CH2:66][CH2:67]2)[cH:56][c:57]([CH3:60])[cH:58][cH:59]1.[CH:20]([N:21]([CH2:22][CH3:23])[CH:24]([CH3:25])[CH3:26])([CH3:27])[CH3:28].[ClH:50].[ClH:51].[ClH:52].[O:68]=[CH:69][N:70]([CH3:71])[CH3:72].[OH2:73].[OH:29][n:30]1[c:31]2[c:32]([cH:33][cH:34][cH:35][cH:36]2)[n:37][n:38]1.[c:1]1(-[c:14]2[cH:15][cH:16][cH:17][cH:18][cH:19]2)[cH:2][cH:3][c:4]([NH:7][C:8]([CH2:9][C:10](=[O:11])[OH:12])=[O:13])[cH:5][cH:6]1>>[c:1]1(-[c:14]2[cH:15][cH:16][cH:17][cH:18][cH:19]2)[cH:2][cH:3][c:4]([NH:7][C:8]([CH2:9][C:10](=[O:12])[N:65]2[CH2:64][CH2:63][CH:62]([NH:61][c:55]3[c:54]([CH3:53])[cH:59][cH:58][c:57]([CH3:60])[cH:56]3)[CH2:67][CH2:66]2)=[O:13])[cH:5][cH:6]1. Reactants: C(C)(C)(C)OC(=O)N(CC(F)(F)F)CC1=C(C=CC(=O)OC)C=CC(=C1)OC (methyl 2-[N-(tert-butoxycarbonyl)-N-(2,2,2-trifluoroethyl)amino]methyl-4-methoxycinnamate). Reagents/catalysts: [Pd] (Pd/C). Run in CO (methanol). Reaction conditions: time 6 hour. Product: C(C)(C)(C)OC(=O)N(CC(F)(F)F)CC1=C(CCC(=O)OC)C=CC(=C1)OC (Methyl 2-[N-(tert-butoxycarbonyl)-N-(2,2,2-trifluoroethyl)aminomethyl]-4-methoxydihydrocinnamate). Yield: 95.4%. RXN SMILES: [C:1]([O:5][C:6]([N:8]([CH2:14][C:15]1[CH:26]=[C:25]([O:27][CH3:28])[CH:24]=[CH:23][C:16]=1[CH:17]=[CH:18][C:19]([O:21][CH3:22])=[O:20])[CH2:9][C:10]([F:13])([F:12])[F:11])=[O:7])([CH3:4])([CH3:3])[CH3:2]>CO.[Pd]>[C:1]([O:5][C:6]([N:8]([CH2:14][C:15]1[CH:26]=[C:25]([O:27][CH3:28])[CH:24]=[CH:23][C:16]=1[CH2:17][CH2:18][C:19]([O:21][CH3:22])=[O:20])[CH2:9][C:10]([F:11])([F:12])[F:13])=[O:7])([CH3:3])([CH3:4])[CH3:2]. Procedure: To 10% Pd/C (5 g, 4.7 mmol, prewetted with DMF) was added a solution of methyl 2-[N-(tert-butoxycarbonyl)-N-(2,2,2-trifluoroethyl)amino]methyl-4-methoxycinnamate (45.85 g, 113 mmol) in methanol (100 mL). The mixture was shaken under hydrogen (50 psi) in a Parr apparatus for 6 hr, then was filtered through a pad of celite® to remove the catalyst. The filtrate was concentrated to afford the title compound (43.71 g, 95%) as a colorless oil: 1H NMR (400 MHz, CDCl3) δ 7.11 (d, J=8 Hz, 1H), 6.78 (dd, ... Reactants: C(#CCCCCCCCC)C1=CC2=C(S1)C=CC=C2 ((1-decynyl)benzo[b]thiophene), C(CCC)[Li] (n-butyllithium), CN(C=O)C (dimethylformamide). Solvent: CCOCC (ether), CCOCC (ether). Product: C(#CCCCCCCCC)C1=CC2=C(SC(=C2)C=O)C=C1 (5-(1-decynyl)-2-benzo[b]thiophenecarboxaldehyde). Yield: 52.0%. As a reaction SMILES: C([C:11]1[S:15][C:14]2[CH:16]=[CH:17][CH:18]=[CH:19][C:13]=2[CH:12]=1)#CCCCCCCCC.[CH2:20]([Li])[CH2:21][CH2:22][CH3:23].CN(C)[CH:27]=[O:28]>CCOCC>[C:20]([C:18]1[CH:17]=[CH:16][C:14]2[S:15][C:11]([CH:27]=[O:28])=[CH:12][C:13]=2[CH:19]=1)#[C:21][CH2:22][CH2:23][CH2:11][CH2:12][CH2:13][CH2:14][CH2:16][CH3:17]. Reported procedure: To a solution of 5° (1-decynyl)benzo[b]thiophene (20.0 g) in dry ether (150 ml), under nitrogen, was added n-butyllithium (2.5M in hexanes) (32.6 ml) dropwise, with stirring at room temperature. The solution was stirred at room temperature, under nitrogen, for 2.5 hrs and then cooled to -60° C. A solution of dry dimethylformamide (5.95 g) in dry ether (15 ml) was added dropwise, and the reaction mixture was allow to warm to room temperature. The reaction mixture was quenched with ammonium chlori...